This data is from the Open Reaction Database (ORD), a public repository of structured organic reaction records. The task is: describe an organic reaction: reactants, conditions, products, and yield Starting materials: C(C)(C)(C)OC(=O)N1CC[C@]2(CN(C(O2)=O)C=2C=NC(=CC2)N)CCC1 ((S)-3-(6-Amino-pyridin-3-yl)-2-oxo-1-oxa-3,8-diaza-spiro[4.6]undecane-8-carboxylic acid tert-butyl ester), CN(C(=O)C1=CC2=C(N=C(N=C2)Cl)N1C1CCCC1)C (2-Chloro-7-cyclopentyl-7H-pyrrolo[2,3-d]pyrimidine-6-carboxylic acid dimethylamide). Product: C(C)(C)(C)OC(=O)N1CC[C@]2(CN(C(O2)=O)C=2C=NC(=CC2)NC=2N=CC3=C(N2)N(C(=C3)C(N(C)C)=O)C3CCCC3)CCC1 ((S)-3-[6-(7-Cyclopentyl-6-dimethylcarbamoyl-7H-pyrrolo[2,3-d]pyrimidin-2-ylamino)-pyridin-3-yl]-2-oxo-1-oxa-3,8-diaza-spiro[4.6]undecane-8-carboxylic acid tert-butyl ester). Yield: 35.0%. RXN SMILES: [C:1]([O:5][C:6]([N:8]1[CH2:26][CH2:25][CH2:24][C@:11]2([O:15][C:14](=[O:16])[N:13]([C:17]3[CH:18]=[N:19][C:20]([NH2:23])=[CH:21][CH:22]=3)[CH2:12]2)[CH2:10][CH2:9]1)=[O:7])([CH3:4])([CH3:3])[CH3:2].[CH3:27][N:28]([CH3:46])[C:29]([C:31]1[N:40]([CH:41]2[CH2:45][CH2:44][CH2:43][CH2:42]2)[C:34]2[N:35]=[C:36](Cl)[N:37]=[CH:38][C:33]=2[CH:32]=1)=[O:30]>>[C:1]([O:5][C:6]([N:8]1[CH2:26][CH2:25][CH2:24][C@:11]2([O:15][C:14](=[O:16])[N:13]([C:17]3[CH:18]=[N:19][C:20]([NH:23][C:36]4[N:37]=[CH:38][C:33]5[CH:32]=[C:31]([C:29](=[O:30])[N:28]([CH3:27])[CH3:46])[N:40]([CH:41]6[CH2:45][CH2:44][CH2:43][CH2:42]6)[C:34]=5[N:35]=4)=[CH:21][CH:22]=3)[CH2:12]2)[CH2:10][CH2:9]1)=[O:7])([CH3:4])([CH3:2])[CH3:3]. Procedure details: Following general N—C coupling procedure 1, (S)-3-(6-Amino-pyridin-3-yl)-2-oxo-1-oxa-3,8-diaza-spiro[4.6]undecane-8-carboxylic acid tert-butyl ester was combined with 2-Chloro-7-cyclopentyl-7H-pyrrolo[2,3-d]pyrimidine-6-carboxylic acid dimethylamide which gave (S)-3-[6-(7-Cyclopentyl-6-dimethylcarbamoyl-7H-pyrrolo[2,3-d]pyrimidin-2-ylamino)-pyridin-3-yl]-2-oxo-1-oxa-3,8-diaza-spiro[4.6]undecane-8-carboxylic acid tert-butyl ester as a white solid (0.075 g, 0.115 mmol) in 35% yield. MS m/z 619.5 (... Starting materials: C12C3C(C(CC1)CC2)C(=O)OC3=O (bicyclo[2.2.2]octane-2,3-dicarboxylic anhydride), N (ammonia), resultant mixture. Run in O (water). Yields the product C12C3C(C(CC1)CC2)C(NC3=O)=O (Bicyclo[2.2.2]octane-2,3-dicarboximide). Reaction SMILES: [CH:1]12[CH2:8][CH2:7][CH:4]([CH2:5][CH2:6]1)[CH:3]1[C:9](O[C:12](=[O:13])[CH:2]21)=[O:10].[NH3:14]>O>[CH:1]12[CH2:8][CH2:7][CH:4]([CH2:5][CH2:6]1)[CH:3]1[C:9](=[O:10])[NH:14][C:12](=[O:13])[CH:2]21. Procedure: A solution of bicyclo[2.2.2]octane-2,3-dicarboxylic anhydride (3 g; 16.6 mmol) in tetrahydrofurn (9 ml) was dropwise added to a mixture of 29% aqueous ammonia (6 g; 83 mmol) and water (18 ml) while ice-cooling, and the resultant mixture was heated. After removal of the solvent by distillation under an ordinary pressure, acetic anhydride (10 ml) was added thereto, followed by refluxing for 30 minutes. The solvent was removed by distillation under reduced pressure, and the residue was combined wit... Starting materials: CC(Br)c1ccc2c(-c3ccc(Cl)cc3)noc2c1, N#C[Na]. The product is CC(C#N)c1ccc2c(-c3ccc(Cl)cc3)noc2c1. As a reaction SMILES: [Br:1][CH:2]([CH3:3])[c:4]1[cH:5][c:6]2[c:7]([c:8](-[c:11]3[cH:12][cH:13][c:14]([Cl:17])[cH:15][cH:16]3)[n:9][o:10]2)[cH:18][cH:19]1.[Na:20][C:21]#[N:22]>>[CH:2]([CH3:3])([c:4]1[cH:5][c:6]2[c:7]([c:8](-[c:11]3[cH:12][cH:13][c:14]([Cl:17])[cH:15][cH:16]3)[n:9][o:10]2)[cH:18][cH:19]1)[C:21]#[N:22]. Reactants: CC(C)(C)OC(=O)Nc1ncc(CCN)s1, CN(C)C=O, CCOC(C)=O, CCN(C(C)C)C(C)C, Clc1ncnc2ccsc12, O. The product is CC(C)(C)OC(=O)Nc1ncc(CCNc2ncnc3ccsc23)s1. RXN SMILES: [C:1]([CH3:2])([CH3:3])([CH3:4])[O:5][C:6]([NH:7][c:8]1[s:9][c:10]([CH2:13][CH2:14][NH2:15])[cH:11][n:12]1)=[O:16].[CH3:36][N:37]([CH3:38])[CH:39]=[O:40].[CH3:41][CH2:42][O:43][C:44]([CH3:45])=[O:46].[CH:27]([N:28]([CH2:29][CH3:30])[CH:31]([CH3:32])[CH3:33])([CH3:34])[CH3:35].[Cl:17][c:18]1[c:19]2[c:20]([n:21][cH:22][n:23]1)[cH:24][cH:25][s:26]2.[OH2:47]>>[C:1]([CH3:2])([CH3:3])([CH3:4])[O:5][C:6]([NH:7][c:8]1[s:9][c:10]([CH2:13][CH2:14][NH:15][c:18]2[c:19]3[c:20]([n:21][cH:22][n:23]2)[cH:24][cH:25][s:26]3)[cH:11][n:12]1)=[O:16]. Starting materials: O=C1CCC(=O)N1Br, Cc1cc(C#N)ccc1Br, ClC(Cl)(Cl)Cl, ClCCl. Product: N#Cc1ccc(Br)c(CBr)c1. RXN SMILES: [Br:11][N:12]1[C:13](=[O:14])[CH2:15][CH2:16][C:17]1=[O:18].[Br:1][c:2]1[c:3]([CH3:10])[cH:4][c:5]([C:6]#[N:7])[cH:8][cH:9]1.[Cl:19][C:20]([Cl:21])([Cl:22])[Cl:23].[Cl:24][CH2:25][Cl:26]>>[Br:1][c:2]1[c:3]([CH2:10][Br:11])[cH:4][c:5]([C:6]#[N:7])[cH:8][cH:9]1. Starting materials: [Al], S=C=S, CCCCCC, ClC(Cl)C[Si](Cl)(Cl)Cl, c1ccc(-c2ccc(-c3ccccc3)cc2)cc1. The product is Cl[Si](Cl)(Cl)CC1c2ccccc2-c2ccc(-c3ccccc3)cc21. As a reaction SMILES: [Al:19].[C:28](=[S:29])=[S:30].[CH3:31][CH2:32][CH2:33][CH2:34][CH2:35][CH3:36].[Cl:20][CH:21]([CH2:22][Si:23]([Cl:24])([Cl:25])[Cl:26])[Cl:27].[c:1]1(-[c:7]2[cH:8][cH:9][c:10](-[c:13]3[cH:14][cH:15][cH:16][cH:17][cH:18]3)[cH:11][cH:12]2)[cH:2][cH:3][cH:4][cH:5][cH:6]1>>[c:1]12[c:2]([cH:3][cH:4][cH:5][cH:6]1)[CH:21]([CH2:22][Si:23]([Cl:24])([Cl:25])[Cl:26])[c:8]1[c:7]-2[cH:12][cH:11][c:10](-[c:13]2[cH:14][cH:15][cH:16][cH:17][cH:18]2)[cH:9]1.